This data is from the Open Reaction Database (ORD), a public repository of structured organic reaction records. The task is: describe an organic reaction: reactants, conditions, products, and yield Product: O=C1C(=CC=CC=C1)N1CCN(CC1)CC(=O)N (4-(2-Oxo-3,5,7-cycloheptatrien-1-yl)-1-piperazine-acetamide). Run at time 3 day. RXN SMILES: [O:1]=[C:2]1[CH:8]=[CH:7][CH:6]=[CH:5][CH:4]=[C:3]1[N:9]1[CH2:14][CH2:13][N:12]([CH2:15][C:16]#[N:17])[CH2:11][CH2:10]1.[OH-:18].[NH4+]>S(=O)(=O)(O)O>[O:1]=[C:2]1[CH:8]=[CH:7][CH:6]=[CH:5][CH:4]=[C:3]1[N:9]1[CH2:10][CH2:11][N:12]([CH2:15][C:16]([NH2:17])=[O:18])[CH2:13][CH2:14]1 |f:1.2|. Run in S(O)(O)(=O)=O (sulfuric acid). The reactants are O=C1C(=CC=CC=C1)N1CCN(CC1)CC#N (4-(2-oxo-3,5,7-cycloheptatrien-1-yl)-1-piperazine-acetonitrile), [OH-].[NH4+] (ammonium hydroxide). Reported procedure: A solution of 4-(2-oxo-3,5,7-cycloheptatrien-1-yl)-1-piperazine-acetonitrile (3.0 g; described in Example 3) in conc. sulfuric acid (30 ml) was allowed to stay at room temperature for 3 days. The reaction mixture was poured over ice and conc. ammonium hydroxide slowly while stirring, then extracted with chloroform. Evaporation of the solvent left 2.7 g crude product, which was recrystallized from methanol to yield 2.2 g of the title compound: mp 169°-171° C.; ir(CHCl3) 3500, 3430, 3370, 1685 and... Reactants: C(F)(F)(C(F)(F)C(F)(F)C(F)(F)F)CC(F)(F)CC(F)(F)I (C4F9—CH2CF2—CH2CF2—I), [Cl-].[Li+] (lithium chloride). Run in CN(C=O)C (N,N-dimethylformamide). Run at temperature 140 celsius. The product is FC(=CC(CC(C(C(C(F)(F)F)(F)F)(F)F)(F)F)(F)F)F (1,1,3,3,5,5,6,6,7,7,8,8,8-tridecafluoro-1-octene). RXN SMILES: [C:1]([CH2:14][C:15]([CH2:18][C:19](I)([F:21])[F:20])([F:17])[F:16])([C:4]([C:7]([C:10]([F:13])([F:12])[F:11])([F:9])[F:8])([F:6])[F:5])([F:3])[F:2].[Cl-].[Li+]>CN(C)C=O>[F:20][C:19]([F:21])=[CH:18][C:15]([F:16])([F:17])[CH2:14][C:1]([F:2])([F:3])[C:4]([F:5])([F:6])[C:7]([F:8])([F:9])[C:10]([F:13])([F:12])[F:11] |f:1.2|. Procedure details: A round-bottomed flask was charged with a mixture of C4F9—CH2CF2—CH2CF2—I (180 g, 0.38 mol) and lithium chloride (23.9 g, 0.56 mol) in anhydrous N,N-dimethylformamide (DMF, 160 ml) solvent. The mixture flask was vigorously stirred throughout the reaction. A vacuum was applied (220-240 mm Hg) and the mixture was slowly heated up to 140° C. over the course of 1-2 hrs. A volatile component was distilled off during this heating period. It was collected in a cold trap. Redistillation afforded the des... Reactants: resultant mixture, CON=C(C(=O)O)C=1N=C(SC1)NC(C(F)(F)F)=O (2-Methoxyimino-2-[2-(2,2,2-trifluoroacetamido)thiazol-4-yl]acetic acid), C[N+](=CCl)C.[Cl-] (vilsmeier reagent), P(=O)(Cl)(Cl)Cl (phosphoryl chloride), NC1[C@@H]2N(C(=C(CS2)CSC2=NN=NN2CC(=NOC)C(=O)O)C(=O)O)C1=O (7-amino-3-[1-(2-carboxy-2-methoxyiminoethyl)-1H-tetrazol-5-yl]thiomethyl-3-cephem-4-carboxylic acid), C([O-])(O)=O.[Na+] (sodium bicarbonate). Solvent: C(C)(=O)OCC (ethyl acetate), O (water), CC(=O)C (acetone), C(C)(=O)OCC (ethyl acetate), O1CCCC1 (tetrahydrofuran), CN(C=O)C (N,N-dimethylformamide). Conditions: time 30 minute. Yields the product CON=C(C(=O)NC1[C@@H]2N(C(=C(CS2)CSC2=NN=NN2CC(=NOC)C(=O)O)C(=O)O)C1=O)C=1N=C(SC1)NC(C(F)(F)F)=O (7-[2-methoxyimino-2-{2-(2,2,2-trifluoroacetamido)thiazol-4-yl}acetamido]-3-[1-(2-carboxy-2-methoxyiminoethyl)-1H-tetrazol-5-yl]thiomethyl-3-cephem-4-carboxylic acid). As a reaction SMILES: [CH3:1][O:2][N:3]=[C:4]([C:8]1[N:9]=[C:10]([NH:13][C:14](=[O:19])[C:15]([F:18])([F:17])[F:16])[S:11][CH:12]=1)[C:5]([OH:7])=O.C[N+](C)=CCl.[Cl-].P(Cl)(Cl)(Cl)=O.[NH2:31][CH:32]1[C:57](=[O:58])[N:34]2[C:35]([C:54]([OH:56])=[O:55])=[C:36]([CH2:39][S:40][C:41]3[N:45]([CH2:46][C:47]([C:51]([OH:53])=[O:52])=[N:48][O:49][CH3:50])[N:44]=[N:43][N:42]=3)[CH2:37][S:38][C@H:33]12.C(=O)(O)[O-].[Na+]>C(OCC)(=O)C.O1CCCC1.O.CC(C)=O.CN(C)C=O>[CH3:1][O:2][N:3]=[C:4]([C:8]1[N:9]=[C:10]([NH:13][C:14](=[O:19])[C:15]([F:18])([F:17])[F:16])[S:11][CH:12]=1)[C:5]([NH:31][CH:32]1[C:57](=[O:58])[N:34]2[C:35]([C:54]([OH:56])=[O:55])=[C:36]([CH2:39][S:40][C:41]3[N:45]([CH2:46][C:47]([C:51]([OH:53])=[O:52])=[N:48][O:49][CH3:50])[N:44]=[N:43][N:42]=3)[CH2:37][S:38][C@H:33]12)=[O:7] |f:1.2,5.6|. Procedure: 2-Methoxyimino-2-[2-(2,2,2-trifluoroacetamido)thiazol-4-yl]acetic acid (syn isomer) (0.97 g) was added at 0° C. to vilsmeier reagent which had been prepared from N,N-dimethylformamide (0.31 g) and phosphoryl chloride (0.65 g) in ethyl acetate (1.2 ml) and tetrahydrofuran (7.4 ml), and the mixture was stirred at the same temperature for 30 minutes to afford the activated solution. The activated solution was added dropwise at -5 to 0 C. to a solution of 7-amino-3-[1-(2-carboxy-2-methoxyiminoethyl)... Reactants: C(C)(C)(C)OC(=O)N1CCN(CC1)C1=NC=2NC(N(C(C2N1CC=C(C)C)=O)COC(C(C)(C)C)=O)=O (4-[1-(2,2-Dimethylpropionyloxymethyl)-7-(3-methylbut-2-enyl)-2,6-dioxo-2,3,6,7-tetrahydro-1H-purin-8-yl]piperazine-1-carboxylic acid tert-butyl ester), C([O-])([O-])=O.[K+].[K+] (potassium carbonate), BrCC(=O)OCC (ethyl bromoacetate). The solvent is CN(C=O)C (N,N-dimethylformamide), C(C)(=O)OCC (ethyl acetate). Reaction conditions: time 13 hour. Yields the product C(C)(C)(C)OC(=O)N1CCN(CC1)C1=NC=2N(C(N(C(C2N1CC=C(C)C)=O)COC(C(C)(C)C)=O)=O)CC(=O)OCC (4-[1−(2,2-Dimethylpropionyloxymethyl)-3-ethoxycarbonylmethyl-7-(3-methylbut-2-enyl)-2,6-dioxo-2,3,6,7-tetrahydro-1H-purin-8-yl]piperazine-1-carboxylic acid tert-butyl ester). Reaction SMILES: [C:1]([O:5][C:6]([N:8]1[CH2:13][CH2:12][N:11]([C:14]2[N:22]([CH2:23][CH:24]=[C:25]([CH3:27])[CH3:26])[C:21]3[C:20](=[O:28])[N:19]([CH2:29][O:30][C:31](=[O:36])[C:32]([CH3:35])([CH3:34])[CH3:33])[C:18](=[O:37])[NH:17][C:16]=3[N:15]=2)[CH2:10][CH2:9]1)=[O:7])([CH3:4])([CH3:3])[CH3:2].C(=O)([O-])[O-].[K+].[K+].Br[CH2:45][C:46]([O:48][CH2:49][CH3:50])=[O:47]>CN(C)C=O.C(OCC)(=O)C>[C:1]([O:5][C:6]([N:8]1[CH2:13][CH2:12][N:11]([C:14]2[N:22]([CH2:23][CH:24]=[C:25]([CH3:26])[CH3:27])[C:21]3[C:20](=[O:28])[N:19]([CH2:29][O:30][C:31](=[O:36])[C:32]([CH3:35])([CH3:34])[CH3:33])[C:18](=[O:37])[N:17]([CH2:45][C:46]([O:48][CH2:49][CH3:50])=[O:47])[C:16]=3[N:15]=2)[CH2:10][CH2:9]1)=[O:7])([CH3:2])([CH3:3])[CH3:4] |f:1.2.3|. Procedure: 4-[1-(2,2-Dimethylpropionyloxymethyl)-7-(3-methylbut-2-enyl)-2,6-dioxo-2,3,6,7-tetrahydro-1H-purin-8-yl]piperazine-1-carboxylic acid tert-butyl ester (43 mg) and potassium carbonate (13 mg) were suspended in N,N-dimethylformamide (1 ml), and ethyl bromoacetate (9.6 μl) was added to the suspension. After the reaction mixture was stirred at room temperature for 13 hours, the mixture was diluted with ethyl acetate, washed with water, and dried over anhydrous magnesium sulfate. The solvent was remov... Starting materials: Cc1ccccc1C(Br)Br, NC(=O)CN1CCC(c2noc3cc(F)ccc23)CC1, [H-], [Na+], CN(C)C=O, O. Yields the product O=C(CN1CCC(c2noc3cc(F)ccc23)CC1)N1Cc2ccccc2C1. As a reaction SMILES: [Br:23][CH:24]([c:25]1[c:26]([CH3:31])[cH:27][cH:28][cH:29][cH:30]1)[Br:32].[F:1][c:2]1[cH:3][c:4]2[c:5]([c:6]([CH:9]3[CH2:10][CH2:11][N:12]([CH2:15][C:16](=[O:17])[NH2:18])[CH2:13][CH2:14]3)[n:7][o:8]2)[cH:19][cH:20]1.[H-:21].[Na+:22].[O:34]=[CH:35][N:36]([CH3:37])[CH3:38].[OH2:33]>>[F:1][c:2]1[cH:3][c:4]2[c:5]([c:6]([CH:9]3[CH2:10][CH2:11][N:12]([CH2:15][C:16](=[O:17])[N:18]4[CH2:24][c:25]5[c:26]([cH:27][cH:28][cH:29][cH:30]5)[CH2:31]4)[CH2:13][CH2:14]3)[n:7][o:8]2)[cH:19][cH:20]1. Starting materials: N12C[C@@H](C(CC1)CC2)OC(C(C=2SC=CC2)(C=2SC=CC2)O)=O (2-hydroxy-2,2-dithien-2-ylacetic acid 1-azabicyclo[2.2.2]oct-3(R)yl ester), O(C1=CC=CC=C1)CCCBr (3-phenoxypropyl bromide). The solvent is C(Cl)(Cl)Cl (CHCl3), CC#N (CH3CN). Procedure: 0.6 mmol of 2-hydroxy-2,2-dithien-2-ylacetic acid 1-azabicyclo[2.2.2]oct-3(R)yl ester are suspended in 4 ml of CH3CN and 6 ml of CHCl3. 0.48 ml of 3-phenoxypropyl bromide were added to the resulting suspension and the mixture was stirred for 72 h at room temperature in an inert atmosphere. The solvents were subsequently evaporated to yield (90%) of 3(R)-(2-hydroxy-2,2-dithien-2-ylacetoxy)-1-(3-phenoxypropyl)-1-azoniabicyclo[2.2.2]octane bromide. The product is isolated by filtration at room temp... Yields the product [Br-].OC(C(=O)O[C@H]1C[N+]2(CCC1CC2)CCCOC2=CC=CC=C2)(C=2SC=CC2)C=2SC=CC2 (3(R)-(2-hydroxy-2,2-dithien-2-ylacetoxy)-1-(3-phenoxypropyl)-1-azoniabicyclo[2.2.2]octane bromide). Run at time 72 hour. Reaction SMILES: [N:1]12[CH2:8][CH2:7][CH:4]([CH2:5][CH2:6]1)[C@@H:3]([O:9][C:10](=[O:23])[C:11]([OH:22])([C:17]1[S:18][CH:19]=[CH:20][CH:21]=1)[C:12]1[S:13][CH:14]=[CH:15][CH:16]=1)[CH2:2]2.[O:24]([CH2:31][CH2:32][CH2:33][Br:34])[C:25]1[CH:30]=[CH:29][CH:28]=[CH:27][CH:26]=1>CC#N.C(Cl)(Cl)Cl>[Br-:34].[OH:22][C:11]([C:12]1[S:13][CH:14]=[CH:15][CH:16]=1)([C:17]1[S:18][CH:19]=[CH:20][CH:21]=1)[C:10]([O:9][C@@H:3]1[CH:4]2[CH2:7][CH2:8][N+:1]([CH2:33][CH2:32][CH2:31][O:24][C:25]3[CH:30]=[CH:29][CH:28]=[CH:27][CH:26]=3)([CH2:6][CH2:5]2)[CH2:2]1)=[O:23] |f:4.5|. Yield: 90.0%. The reactants are COC(=O)c1cc2c(cn1)[nH]c1ccc(Oc3ccc(N)cn3)cc12, Cl, N#C[Cu], N#C[K], [Na+], [Na+], O=C([O-])[O-], O. Yields the product COC(=O)c1cc2c(cn1)[nH]c1ccc(Oc3ccc(C#N)cn3)cc12. Reaction SMILES: [CH3:1][O:2][C:3](=[O:4])[c:5]1[n:6][cH:7][c:8]2[nH:9][c:10]3[cH:11][cH:12][c:13]([O:18][c:19]4[n:20][cH:21][c:22]([NH2:25])[cH:23][cH:24]4)[cH:14][c:15]3[c:16]2[cH:17]1.[ClH:39].[Cu:32][C:33]#[N:34].[K:35][C:36]#[N:37].[Na+:26].[Na+:27].[O-:28][C:29](=[O:30])[O-:31].[OH2:38]>>[CH3:1][O:2][C:3](=[O:4])[c:5]1[n:6][cH:7][c:8]2[nH:9][c:10]3[cH:11][cH:12][c:13]([O:18][c:19]4[n:20][cH:21][c:22]([C:33]#[N:34])[cH:23][cH:24]4)[cH:14][c:15]3[c:16]2[cH:17]1. Starting materials: C(C)(=O)OC(C)=O (acetic anhydride), CC=1NC(=C(C(C1C(=O)OC)C1=CC(=CC=C1)[N+](=O)[O-])C(=O)OC\C=C\C1=CC=C(C=C1)O)C (methyl 3-(4-hydroxyphenyl)-2(E)-propenyl 1,4-dihydro-2,6-dimethyl-4-(3-nitrophenyl)-pyridine-3,5-dicarboxylate), ice water. Solvent: N1=CC=CC=C1 (pyridine). Conditions: time 8 hour. Product: CC=1NC(=C(C(C1C(=O)OC)C1=CC(=CC=C1)[N+](=O)[O-])C(=O)OC\C=C\C1=CC=C(C=C1)OC(C)=O)C (methyl 3(4-acetyloxyphenyl)-2(E)-propenyl 1,4-dihydro-2,6-dimethyl-4-(3-nitrophenyl)-pyridine-3,5-dicarboxylate). As a reaction SMILES: [CH3:1][C:2]1[NH:3][C:4]([CH3:34])=[C:5]([C:21]([O:23][CH2:24]/[CH:25]=[CH:26]/[C:27]2[CH:32]=[CH:31][C:30]([OH:33])=[CH:29][CH:28]=2)=[O:22])[CH:6]([C:12]2[CH:17]=[CH:16][CH:15]=[C:14]([N+:18]([O-:20])=[O:19])[CH:13]=2)[C:7]=1[C:8]([O:10][CH3:11])=[O:9].[C:35](OC(=O)C)(=[O:37])[CH3:36]>N1C=CC=CC=1>[CH3:1][C:2]1[NH:3][C:4]([CH3:34])=[C:5]([C:21]([O:23][CH2:24]/[CH:25]=[CH:26]/[C:27]2[CH:28]=[CH:29][C:30]([O:33][C:35](=[O:37])[CH3:36])=[CH:31][CH:32]=2)=[O:22])[CH:6]([C:12]2[CH:17]=[CH:16][CH:15]=[C:14]([N+:18]([O-:20])=[O:19])[CH:13]=2)[C:7]=1[C:8]([O:10][CH3:11])=[O:9]. Procedure: 0.5 Gram of methyl 3-(4-hydroxyphenyl)-2(E)-propenyl 1,4-dihydro-2,6-dimethyl-4-(3-nitrophenyl)-pyridine-3,5-dicarboxylate was dissolved in 5 ml of pyridine, then to this solution was added 0.5 ml of acetic anhydride under an ice-cooling condition. The reaction mixture was allowed to stand overnight, then poured into an ice-water, and extracted with ether. The ether layer was washed with a diluted hydrochloric acid, 10%-sodium bicarbonate aqueous solution and water in this order, then dried with...